Task: describe an organic reaction: reactants, conditions, products, and yield. Dataset: the Open Reaction Database (ORD), a public repository of structured organic reaction records The reactants are O=C1CCC(=O)N1Br, CCCCn1c(C)cc(=O)c(C(=O)Nc2c(CC)cccc2CC)c1C, ClCCl. Yields the product CCCCn1c(C)c(Br)c(=O)c(C(=O)Nc2c(CC)cccc2CC)c1C. Reaction SMILES: [Br:27][N:28]1[C:29](=[O:30])[CH2:31][CH2:32][C:33]1=[O:34].[CH2:1]([CH2:2][CH2:3][CH3:4])[n:5]1[c:6]([CH3:26])[c:7]([C:13](=[O:14])[NH:15][c:16]2[c:17]([CH2:24][CH3:25])[cH:18][cH:19][cH:20][c:21]2[CH2:22][CH3:23])[c:8](=[O:12])[cH:9][c:10]1[CH3:11].[Cl:35][CH2:36][Cl:37]>>[CH2:1]([CH2:2][CH2:3][CH3:4])[n:5]1[c:6]([CH3:26])[c:7]([C:13](=[O:14])[NH:15][c:16]2[c:17]([CH2:24][CH3:25])[cH:18][cH:19][cH:20][c:21]2[CH2:22][CH3:23])[c:8](=[O:12])[c:9]([Br:27])[c:10]1[CH3:11]. Starting materials: CO, CC(C)CC(C(=O)Nn1c(=O)[nH]c(=O)[nH]c1=O)C(CCCC1CCCCC1)C(=O)NOCc1ccccc1. Yields the product CC(C)CC(C(=O)Nn1c(=O)[nH]c(=O)[nH]c1=O)C(CCCC1CCCCC1)C(=O)NO. As a reaction SMILES: [CH3:39][OH:40].[CH:1]1([CH2:7][CH2:8][CH2:9][CH:10]([C:11]([NH:12][O:13][CH2:14][c:15]2[cH:16][cH:17][cH:18][cH:19][cH:20]2)=[O:21])[CH:22]([C:23](=[O:24])[NH:25][n:26]2[c:27](=[O:34])[nH:28][c:29](=[O:33])[nH:30][c:31]2=[O:32])[CH2:35][CH:36]([CH3:37])[CH3:38])[CH2:2][CH2:3][CH2:4][CH2:5][CH2:6]1>>[CH:1]1([CH2:7][CH2:8][CH2:9][CH:10]([C:11]([NH:12][OH:13])=[O:21])[CH:22]([C:23](=[O:24])[NH:25][n:26]2[c:27](=[O:34])[nH:28][c:29](=[O:33])[nH:30][c:31]2=[O:32])[CH2:35][CH:36]([CH3:37])[CH3:38])[CH2:2][CH2:3][CH2:4][CH2:5][CH2:6]1. The reactants are C1CCOC1, COC(=O)c1cc(-c2ccc(S(N)(=O)=O)cc2)c(-c2ccc(F)cc2)s1, CO, [Na+], [OH-]. Yields the product NS(=O)(=O)c1ccc(-c2cc(C(=O)O)sc2-c2ccc(F)cc2)cc1. Reaction SMILES: [CH2:31]1[O:32][CH2:33][CH2:34][CH2:35]1.[CH3:1][O:2][C:3](=[O:4])[c:5]1[s:6][c:7](-[c:20]2[cH:21][cH:22][c:23]([F:26])[cH:24][cH:25]2)[c:8](-[c:10]2[cH:11][cH:12][c:13]([S:16](=[O:17])(=[O:18])[NH2:19])[cH:14][cH:15]2)[cH:9]1.[CH3:27][OH:28].[Na+:30].[OH-:29]>>[O:2]=[C:3]([OH:4])[c:5]1[s:6][c:7](-[c:20]2[cH:21][cH:22][c:23]([F:26])[cH:24][cH:25]2)[c:8](-[c:10]2[cH:11][cH:12][c:13]([S:16](=[O:17])(=[O:18])[NH2:19])[cH:14][cH:15]2)[cH:9]1.